From a dataset of the Open Reaction Database (ORD), a public repository of structured organic reaction records. describe an organic reaction: reactants, conditions, products, and yield The reactants are C1(=CC=CC=C1)C (toluene), BrC1=C(C#N)C=CC(=C1)N1C=C(C=2C(CC(CC12)(C)C)=O)C (2-Bromo-4-(3,6,6-trimethyl-4-oxo-4,5,6,7-tetrahydro-indol-1-yl)-benzonitrile), N[C@@H]1CC[C@H](CC1)O (trans-4-aminocyclohexanol), CC(C)([O-])C.[Na+] (sodium tert-butoxide). The reagents and catalysts are C(C)(=O)[O-].[Pd+2].C(C)(=O)[O-] (palladium (II) acetate), C1(=CC=CC=C1)P([C-]1C=CC=C1)C1=CC=CC=C1.[C-]1(C=CC=C1)P(C1=CC=CC=C1)C1=CC=CC=C1.[Fe+2] (1,1′-bis(diphenylphosphino)ferrocene). The solvent is O (water), CS(=O)C.C(C)O (DMSO ethanol). Conditions: temperature 115 celsius, time 4 hour. Yields the product O[C@@H]1CC[C@H](CC1)NC1=C(C(=O)N)C=CC(=C1)N1C=C(C=2C(CC(CC12)(C)C)=O)C (2-(trans-4-Hydroxy-cyclohexylamino)-4-(3,6,6-trimethyl-4-oxo-4,5,6,7-tetrahydro-indol-1-yl)-benzamide). Isolated yield 46.8%. Reaction SMILES: Br[C:2]1[CH:9]=[C:8]([N:10]2[C:18]3[CH2:17][C:16]([CH3:20])([CH3:19])[CH2:15][C:14](=[O:21])[C:13]=3[C:12]([CH3:22])=[CH:11]2)[CH:7]=[CH:6][C:3]=1[C:4]#[N:5].[NH2:23][C@H:24]1[CH2:29][CH2:28][C@H:27]([OH:30])[CH2:26][CH2:25]1.CC(C)([O-:34])C.[Na+].C1(C)C=CC=CC=1>O.C([O-])(=O)C.[Pd+2].C([O-])(=O)C.C1(P(C2C=CC=CC=2)[C-]2C=CC=C2)C=CC=CC=1.[C-]1(P(C2C=CC=CC=2)C2C=CC=CC=2)C=CC=C1.[Fe+2].CS(C)=O.C(O)C>[OH:30][C@H:27]1[CH2:28][CH2:29][C@H:24]([NH:23][C:2]2[CH:9]=[C:8]([N:10]3[C:18]4[CH2:17][C:16]([CH3:20])([CH3:19])[CH2:15][C:14](=[O:21])[C:13]=4[C:12]([CH3:22])=[CH:11]3)[CH:7]=[CH:6][C:3]=2[C:4]([NH2:5])=[O:34])[CH2:25][CH2:26]1 |f:2.3,6.7.8,9.10.11,12.13|. Reported procedure: A “Personal Chemistry” microwave vial was charged with the title compound of Example 2 [2-Bromo-4-(3,6,6-trimethyl-4-oxo-4,5,6,7-tetrahydro-indol-1-yl)-benzonitrile (1.072 g, 3.0 mmol)], trans-4-aminocyclohexanol (1.382 g, 12.0 mmol), palladium (II) acetate (33.7 mg, 5 mol %), 1,1′-bis(diphenylphosphino)ferrocene (DPPF) (166.3 mg, 10 mol %), and sodium tert-butoxide (576.7 mg, 6.0 mmol). To this was added toluene (20 mL) and the reaction was heated with microwave irradiation to 115° C. for 15 mi... Reactants: IC1=CC=C(CBr)C=C1 (4-iodobenzyl bromide), N1CCCCC1 (piperidine). Solvent: ClCCl.C(C)O (dichloromethane ethanol). Yields the product IC1=CC=C(CN2CCCCC2)C=C1 (1-(4-iodobenzyl)piperidine). As a reaction SMILES: [I:1][C:2]1[CH:9]=[CH:8][C:5]([CH2:6]Br)=[CH:4][CH:3]=1.[NH:10]1[CH2:15][CH2:14][CH2:13][CH2:12][CH2:11]1>ClCCl.C(O)C>[I:1][C:2]1[CH:9]=[CH:8][C:5]([CH2:6][N:10]2[CH2:15][CH2:14][CH2:13][CH2:12][CH2:11]2)=[CH:4][CH:3]=1 |f:2.3|. Procedure: Prepared analogously to Example 1.1 c. from 4-iodobenzyl bromide and piperidine. Yield: 0.85 g (67% of theory); C12H16IN (M=301.17); calc.: molecular ion peak (M+H)+: 322; found: molecular ion peak (M+H)+: 302; Rf value: 0.55 (silica gel, dichloromethane/ethanol (20:1)).